From a dataset of the Open Reaction Database (ORD), a public repository of structured organic reaction records. describe an organic reaction: reactants, conditions, products, and yield Reactants: NC1=C(C=C(C=C1)C1=CC(=CC=C1)[N+](=O)[O-])OC (4-Amino-3-methoxy-3′-nitro-biphenyl), B(Br)(Br)Br (boron tribromide). Solvent: ClCCl (dichloromethane). Yields the product NC1=C(C=C(C=C1)C1=CC(=CC=C1)[N+](=O)[O-])O (4-amino-3′-nitro-biphenyl-3-ol). Reaction SMILES: [NH2:1][C:2]1[CH:7]=[CH:6][C:5]([C:8]2[CH:13]=[CH:12][CH:11]=[C:10]([N+:14]([O-:16])=[O:15])[CH:9]=2)=[CH:4][C:3]=1[O:17]C.B(Br)(Br)Br>ClCCl>[NH2:1][C:2]1[CH:7]=[CH:6][C:5]([C:8]2[CH:13]=[CH:12][CH:11]=[C:10]([N+:14]([O-:16])=[O:15])[CH:9]=2)=[CH:4][C:3]=1[OH:17]. Reported procedure: 4-Amino-3-methoxy-3′-nitro-biphenyl was then stirred with boron tribromide in dichloromethane to give 4-amino-3′-nitro-biphenyl-3-ol as an orange solid: mp 175-176° C.; 1H-NMR (DMSO-d6) δ9.3 (s, 1H), 8.25 (bs, 1H), 8.05 (d, 1H, J=8.33 Hz), 7.95 (d, 1H, J=8.33 Hz), 7.66 (t, 1H, J=7.5 Hz), 7.06-7.02 (m, 2H), 6.70 (d, 1H, J=8.33 Hz), 4.9 (s, 2H); MS (ES) m/z 229 ([M−H]−, 100%). Starting materials: [Cl-].[Al+3].[Cl-].[Cl-] (aluminium chloride), S1C=CC=C1 (thiophene), Cl (hydrogen chloride), ice, Cl (hydrochloric acid), [BH4-].[Na+] (sodium borohydride), ClC1=C(C(=O)Cl)C=C(C(=C1)Cl)F (2,4-dichloro-5-fluorobenzoyl chloride). Run in ClC1=CC=CC=C1 (chlorobenzene), ClC1=CC=CC=C1 (chlorobenzene), O (water), COCCOCCOC (diglyme), ClC1=CC=CC=C1 (chlorobenzene), ClC1=CC=CC=C1 (chlorobenzene). Conditions: temperature 0 celsius, time 90 minute. The product is ClC1=C(CC=2SC=CC2)C=C(C(=C1)Cl)F (2-(2,4-Dichloro-5-fluorobenzyl)thiophene). RXN SMILES: [Cl-].[Al+3].[Cl-].[Cl-].[Cl:5][C:6]1[CH:14]=[C:13]([Cl:15])[C:12]([F:16])=[CH:11][C:7]=1[C:8](Cl)=O.[S:17]1[CH:21]=[CH:20][CH:19]=[CH:18]1.Cl.[BH4-].[Na+]>ClC1C=CC=CC=1.COCCOCCOC.O>[Cl:5][C:6]1[CH:14]=[C:13]([Cl:15])[C:12]([F:16])=[CH:11][C:7]=1[CH2:8][C:18]1[S:17][CH:21]=[CH:20][CH:19]=1 |f:0.1.2.3,7.8|. Procedure details: 3.8 g of aluminium chloride were suspended in 162.5 ml of chlorobenzene, and a solution of 58.9 g of 2,4-dichloro-5-fluorobenzoyl chloride in 33.8 ml of chlorobenzene was added dropwise to this at 0° C. over the course of 30 minutes. The mixture was stirred at 0° C. for 90 minutes and then, at 0° C., a solution of 21.8 g of thiophene in 33.8 ml of chlorobenzene was added dropwise over the course of 30 minutes. The mixture was stirred at 0° C. for a further 2 hours and finally heated to reflux fo... Reactants: P(CCCC)(CCCC)CCCC (PBu3), BrC=1SC=C(N1)C(=O)OCC (ethyl 2-bromothiazole-4-carboxylate), C(=O)([O-])[O-].[K+].[K+] (K2CO3), C(C)(SCC[C@@H]1[C@H]([C@@H](C[C@@H]1OS(=O)(=O)C)OC1OCCCC1)CCCCCCCC)=O (S-2-((1R,2R,3R,5S)-5-(methylsulfonyloxy)-2-octyl-3-(tetrahydro-2H-pyran-2-yloxy)cyclopentyl)ethyl ethanethioate). Run in C(C)O (ethanol), O (H2O). Conditions: temperature 40 celsius, time 8 hour. The product is CS(=O)(=O)O[C@H]1C[C@H]([C@@H]([C@H]1CCSC=1SC=C(N1)C(=O)OCC)CCCCCCCC)OC1OCCCC1 (Ethyl 2-(2-((1R,2R,3R,5S)-5-(methylsulfonyloxy)-2-octyl-3-(tetrahydro-2H-pyran-2-yloxy)cyclopentyl)ethylthio)thiazole-4-carboxylate). Yield: 18.2%. As a reaction SMILES: P(CCCC)(CCCC)CCCC.Br[C:15]1[S:16][CH:17]=[C:18]([C:20]([O:22][CH2:23][CH3:24])=[O:21])[N:19]=1.C([O-])([O-])=O.[K+].[K+].C(=O)([S:33][CH2:34][CH2:35][C@H:36]1[C@@H:40]([O:41][S:42]([CH3:45])(=[O:44])=[O:43])[CH2:39][C@@H:38]([O:46][CH:47]2[CH2:52][CH2:51][CH2:50][CH2:49][O:48]2)[C@@H:37]1[CH2:53][CH2:54][CH2:55][CH2:56][CH2:57][CH2:58][CH2:59][CH3:60])C>C(O)C.O>[CH3:45][S:42]([O:41][C@@H:40]1[C@H:36]([CH2:35][CH2:34][S:33][C:15]2[S:16][CH:17]=[C:18]([C:20]([O:22][CH2:23][CH3:24])=[O:21])[N:19]=2)[C@@H:37]([CH2:53][CH2:54][CH2:55][CH2:56][CH2:57][CH2:58][CH2:59][CH3:60])[C@H:38]([O:46][CH:47]2[CH2:52][CH2:51][CH2:50][CH2:49][O:48]2)[CH2:39]1)(=[O:43])=[O:44] |f:2.3.4|. Reported procedure: PBu3 (20 μL, 0.08 mmol), ethyl 2-bromothiazole-4-carboxylate (6-5, 119 mg, 0.50 mmol) and K2CO3 (107 mg, 0.77 mmol) were added to a solution of 6-3 (183 mg, 0.38 mmol) in 1.6 mL ethanol. The mixture was stirred at 40° C. overnight and then 20 mL H2O was added. The resulting mixture was extracted with ethyl acetate (30 mL) and the ethyl acetate solution was washed with brine (20 mL). The solution was then dried (Na2SO4), filtered, and evaporated. Purification of the residue by flash chromatograph... The reactants are C=O, C=CC(=O)OC, CCOC(C)=O, c1ccccc1. The product is COC(=O)C=Cc1ccccc1. Reaction SMILES: [C:13]=[O:14].[C:7]([CH:8]=[CH2:9])(=[O:10])[O:11][CH3:12].[CH3:15][CH2:16][O:17][C:18](=[O:19])[CH3:20].[cH:1]1[cH:2][cH:3][cH:4][cH:5][cH:6]1>>[c:1]1([CH:9]=[CH:8][C:7](=[O:10])[O:11][CH3:12])[cH:2][cH:3][cH:4][cH:5][cH:6]1. Reactants: O=C1N(CCCN1)C1CCNCC1 (4-(tetrahydro-2-oxo-1(2H)-pyrimidinyl)piperidine), C(CC(O)(C(=O)O)CC(=O)O)(=O)O.FC=1C=C(C=CC1F)C(CN(C(=O)C1=CC(=CC2=CC=CC=C12)[N+](=O)[O-])C)CCN1CCC(CC1)C1=C(C=CC=C1)[S@@](=O)C (N-[2-(3,4-Difluorophenyl)-4-[4-[(S)-2-methylsulfinylphenyl]-1-piperidinyl]butyl]-N-methyl-3-nitro-1-naphthamide Citrate), citrate salt. Run in O (H2O). The product is C(CC(O)(C(=O)O)CC(=O)O)(=O)O.FC=1C=C(C=CC1F)C(CN(C(=O)C1=CC(=CC2=CC=CC=C12)[N+](=O)[O-])C)CCN1CCC(CC1)N1C(NCCC1)=O (N-[2-(3,4-Difluorophenyl)-4-[4-[tetrahydro-2-oxo-1(2H)-pyrimidinyl]-1-piperidinyl]butyl]-N-methyl-3-nitro-1-naphthamide Citrate). Reaction SMILES: [O:1]=[C:2]1[NH:7][CH2:6][CH2:5][CH2:4][N:3]1[CH:8]1[CH2:13][CH2:12][NH:11][CH2:10][CH2:9]1.[C:14]([OH:26])(=[O:25])[CH2:15][C:16]([CH2:21][C:22]([OH:24])=[O:23])([C:18]([OH:20])=[O:19])[OH:17].[F:27][C:28]1[CH:29]=[C:30]([CH:35]([CH2:54][CH2:55]N2CCC(C3C=CC=CC=3[S@](C)=O)CC2)[CH2:36][N:37]([CH3:53])[C:38]([C:40]2[C:49]3[C:44](=[CH:45][CH:46]=[CH:47][CH:48]=3)[CH:43]=[C:42]([N+:50]([O-:52])=[O:51])[CH:41]=2)=[O:39])[CH:31]=[CH:32][C:33]=1[F:34]>O>[C:14]([OH:26])(=[O:25])[CH2:15][C:16]([CH2:21][C:22]([OH:24])=[O:23])([C:18]([OH:20])=[O:19])[OH:17].[F:27][C:28]1[CH:29]=[C:30]([CH:35]([CH2:54][CH2:55][N:11]2[CH2:12][CH2:13][CH:8]([N:3]3[CH2:4][CH2:5][CH2:6][NH:7][C:2]3=[O:1])[CH2:9][CH2:10]2)[CH2:36][N:37]([CH3:53])[C:38]([C:40]2[C:49]3[C:44](=[CH:45][CH:46]=[CH:47][CH:48]=3)[CH:43]=[C:42]([N+:50]([O-:52])=[O:51])[CH:41]=2)=[O:39])[CH:31]=[CH:32][C:33]=1[F:34] |f:1.2,4.5|. Procedure: Using standard reductive amination conditions 4-(tetrahydro-2-oxo-1(2H)-pyrimidinyl)piperidine (Miller, S C; Jacobs, R T; Shenvi, A B. EP 739891) was reacted with N-[2-(3,4-difluorophenyl)-4-oxobutyl]-N-methyl-3-nitro-1-naphthamide [Example 13] and converted to the citrate salt. MS m/z 580 (M+H); analysis for C31H35F2N5O4.1.07 C6H8O7.1.06 H2O: calculated: C, 55.88; H, 5.72; N, 8.71. found: C, 55.94; H, 5.54; N 8.51.